Dataset: the Open Reaction Database (ORD), a public repository of structured organic reaction records. Task: describe an organic reaction: reactants, conditions, products, and yield Reactants: C(CC)N1C(N(C=2NC(=NC2C1=O)C(CC1=CC=C(OCC(=O)OCC)C=C1)C)CCC)=O ((-)-2-[4-[2-(2,3,6,9-tetrahydro-1,3-dipropyl-2,6-dioxo-1H-purin-8-yl)propyl]phenoxy]acetic acid, ethyl ester), [OH-].[K+] (potassium hydroxide). Solvent: C(C)O (ethanol), O (water), O (water). Run at time 3 hour. Product: C(CC)N1C(N(C=2NC(=NC2C1=O)C(CC1=CC=C(OCC(=O)O)C=C1)C)CCC)=O ((-)-2-[4-[2-(2,3,6,9-Tetrahydro-1,3-dipropyl-2,6-dioxo-1H-purin-8-yl)propyl]phenoxy]acetic acid). Yield: 80.7%. Reaction SMILES: [CH2:1]([N:4]1[C:12](=[O:13])[C:11]2[N:10]=[C:9]([CH:14]([CH3:29])[CH2:15][C:16]3[CH:28]=[CH:27][C:19]([O:20][CH2:21][C:22]([O:24]CC)=[O:23])=[CH:18][CH:17]=3)[NH:8][C:7]=2[N:6]([CH2:30][CH2:31][CH3:32])[C:5]1=[O:33])[CH2:2][CH3:3].[OH-].[K+]>C(O)C.O>[CH2:1]([N:4]1[C:12](=[O:13])[C:11]2[N:10]=[C:9]([CH:14]([CH3:29])[CH2:15][C:16]3[CH:28]=[CH:27][C:19]([O:20][CH2:21][C:22]([OH:24])=[O:23])=[CH:18][CH:17]=3)[NH:8][C:7]=2[N:6]([CH2:30][CH2:31][CH3:32])[C:5]1=[O:33])[CH2:2][CH3:3] |f:1.2|. Procedure details: Dissolve (-)-2-[4-[2-(2,3,6,9-tetrahydro-1,3-dipropyl-2,6-dioxo-1H-purin-8-yl)propyl]phenoxy]acetic acid, ethyl ester (0.62 g, 1.36 mmol) in ethanol (15 mL) and treat with a solution of potassium hydroxide (0.091 g, 1.63 mmol) in water (15 mL). Stir for 3 hours, add water (200 mL) and wash with ethyl ether (300 mL). Acidify the aqueous phase with 10% hydrochloric acid and extract into chloroform (4×150 mL). Dry (MgSO4) and evaporate the solvent in vacuo to give the title compound (0.47 g, 81%); ... The reactants are CC1=CC(=NN1)N (5-methyl-1H-pyrazol-3-amine), ClC=1N=C(C2=C(N1)C=CC(=N2)CN2CCC(CC2)C(C)(C)O)N2CCOCC2 (2-(1-((2-chloro-4-morpholinopyrido[3,2-d]pyrimidin-6-yl)methyl)piperidin-4-yl)propan-2-ol). The product is CC1=CC(=NN1)NC=1N=C(C2=C(N1)C=CC(=N2)CN2CCC(CC2)C(C)(C)O)N2CCOCC2 (2-(1-((2-(5-methyl-1H-pyrazol-3-ylamino)-4-morpholinopyrido[3,2-d]pyrimidin-6-yl)methyl)piperidin-4-yl)propan-2-ol). RXN SMILES: [CH3:1][C:2]1[NH:6][N:5]=[C:4]([NH2:7])[CH:3]=1.Cl[C:9]1[N:10]=[C:11]([N:30]2[CH2:35][CH2:34][O:33][CH2:32][CH2:31]2)[C:12]2[N:18]=[C:17]([CH2:19][N:20]3[CH2:25][CH2:24][CH:23]([C:26]([OH:29])([CH3:28])[CH3:27])[CH2:22][CH2:21]3)[CH:16]=[CH:15][C:13]=2[N:14]=1>>[CH3:1][C:2]1[NH:6][N:5]=[C:4]([NH:7][C:9]2[N:10]=[C:11]([N:30]3[CH2:35][CH2:34][O:33][CH2:32][CH2:31]3)[C:12]3[N:18]=[C:17]([CH2:19][N:20]4[CH2:25][CH2:24][CH:23]([C:26]([OH:29])([CH3:28])[CH3:27])[CH2:22][CH2:21]4)[CH:16]=[CH:15][C:13]=3[N:14]=2)[CH:3]=1. Procedure details: Following General Procedure C, 5-methyl-1H-pyrazol-3-amine and 2-(1-((2-chloro-4-morpholinopyrido[3,2-d]pyrimidin-6-yl)methyl)piperidin-4-yl)propan-2-ol from Example 8 were reacted to give 106. LCMS (MH+)=467.3. 1H-NMR (DMSO-d6): δ 11.8 (s, 1H), 8.91 (s, 1H), 7.78 (s, 1H), 7.62 (d, 1H), 6.48 (s, 1H), 4.39 (s, 4H), 3.99 (s, 1H), 3.76 (m, 4H), 3.59 (s, 2H), 2.90, (m, 2H), 2.19 (s, 3H), 1.93 (m, 2H), 1.63 (m, 2H), 1.24 (m, 2H), 1.16 (m, 1H), 1.03 (s, 6H) The reactants are C12COCC(CC1)N2C=2C1=C(N=C(N2)OC2C3CN(C(C2)C3)C(=O)OC(C)(C)C)SC=C1C1=CC=CC=C1 (Tert-butyl 5-[4-(3-oxa-8-azabicyclo[3.2.1]octan-8-yl)-5-phenyl-thieno[2,3-d]pyrimidin-2-yl]oxy-2-azabicyclo[2.2.1]heptane-2-carboxylate). Solvent: C(Cl)Cl (DCM), FC(C(=O)O)(F)F (trifluoroacetic acid). Conditions: time 2 hour. Product: C12NCC(C(C1)OC=1N=C(C3=C(N1)SC=C3C3=CC=CC=C3)N3C1COCC3CC1)C2 (8-[2-(2-azabicyclo[2.2.1]heptan-5-yloxy)-5-phenyl-thieno[2,3-d]pyrimidin-4-yl]-3-oxa-8-azabicyclo[3.2.1]octane). Isolated yield 2.7%. RXN SMILES: [CH:1]12[N:8]([C:9]3[C:10]4[C:32]([C:33]5[CH:38]=[CH:37][CH:36]=[CH:35][CH:34]=5)=[CH:31][S:30][C:11]=4[N:12]=[C:13]([O:15][CH:16]4[CH2:21][CH:20]5[CH2:22][CH:17]4[CH2:18][N:19]5C(OC(C)(C)C)=O)[N:14]=3)[CH:5]([CH2:6][CH2:7]1)[CH2:4][O:3][CH2:2]2>C(Cl)Cl.FC(F)(F)C(O)=O>[CH:20]12[CH2:22][CH:17]([CH:16]([O:15][C:13]3[N:14]=[C:9]([N:8]4[CH:1]5[CH2:7][CH2:6][CH:5]4[CH2:4][O:3][CH2:2]5)[C:10]4[C:32]([C:33]5[CH:34]=[CH:35][CH:36]=[CH:37][CH:38]=5)=[CH:31][S:30][C:11]=4[N:12]=3)[CH2:21]1)[CH2:18][NH:19]2. Procedure: Tert-butyl 5-[4-(3-oxa-8-azabicyclo[3.2.1]octan-8-yl)-5-phenyl-thieno[2,3-d]pyrimidin-2-yl]oxy-2-azabicyclo[2.2.1]heptane-2-carboxylate (269 mg, 0.503 mmol) was dissolved in DCM (2 mL) and trifluoroacetic acid (2 mL). The mixture was stirred at room temperature for 2 hrs and then evaporated. The residue was dissolved in water (2 mL) and DCM (2 mL). Solid sodium bicarbonate was added to neutralize the remaining acid. The layers were separated and the aqueous was extracted with DCM (2×2 mL). The c...